This data is from the Open Reaction Database (ORD), a public repository of structured organic reaction records. The task is: describe an organic reaction: reactants, conditions, products, and yield The reactants are C(C)OC(=O)C1=C(N=C(S1)Br)CN(CC(=O)OCC)CC1=C(C=C(C=C1)OC)OC (2-Bromo-4-{[(2,4-dimethoxy-benzyl)-ethoxycarbonylmethyl-amino]-methyl}-thiazole-5-carboxylic acid ethyl ester), C(CCC)[Sn](C=1SC=CC1)(CCCC)CCCC (2-(tributylstannyl)thiophene). The reagents and catalysts are Cl[Pd]([P](C1=CC=CC=C1)(C2=CC=CC=C2)C3=CC=CC=C3)([P](C4=CC=CC=C4)(C5=CC=CC=C5)C6=CC=CC=C6)Cl (dichlorobis(triphenylphosphine)-palladium). The solvent is C(C)(=O)OCC (ethyl acetate), CN(C)C=O (DMF). Yields the product C(C)OC(CC(=O)C1=C(N=C(S1)C=1SC=CC1)CN(CC(=O)OCC)CC1=C(C=C(C=C1)OC)OC)=O (3-(4-{[(2,4-Dimethoxy-benzyl)-ethoxycarbonylmethyl-amino]-methyl}-2-thiophen-2-yl-thiazol-5-yl)-3-oxo-propionic acid ethyl ester). Reaction SMILES: C(O[C:4]([C:6]1[S:10][C:9](Br)=[N:8][C:7]=1[CH2:12][N:13]([CH2:20][C:21]1[CH:26]=[CH:25][C:24]([O:27][CH3:28])=[CH:23][C:22]=1[O:29][CH3:30])[CH2:14][C:15]([O:17][CH2:18][CH3:19])=[O:16])=[O:5])C.C([Sn](CCCC)(CCCC)[C:36]1[S:37][CH:38]=[CH:39][CH:40]=1)CCC>CN(C=O)C.C(OCC)(=O)C.Cl[Pd](Cl)([P](C1C=CC=CC=1)(C1C=CC=CC=1)C1C=CC=CC=1)[P](C1C=CC=CC=1)(C1C=CC=CC=1)C1C=CC=CC=1>[CH2:18]([O:17][C:15](=[O:16])[CH2:14][C:4]([C:6]1[S:10][C:9]([C:38]2[S:37][CH:36]=[CH:40][CH:39]=2)=[N:8][C:7]=1[CH2:12][N:13]([CH2:20][C:21]1[CH:26]=[CH:25][C:24]([O:27][CH3:28])=[CH:23][C:22]=1[O:29][CH3:30])[CH2:14][C:15]([O:17][CH2:18][CH3:19])=[O:16])=[O:5])[CH3:19] |^1:62,81|. Procedure: A solution of 2-Bromo-4-{[(2,4-dimethoxy-benzyl)-ethoxycarbonylmethyl-amino]-methyl}-thiazole-5-carboxylic acid ethyl ester (1 g, 2 mmol, example 96(b), 2-(tributylstannyl)thiophene (1.26 mL, 2 mmol), dichlorobis(triphenylphosphine)palladium II (140 mg, 0.2 mmol) in 13 mL anhydrous DMF was heated to 130° C. for 20 min. The reaction mixture was cooled, diluted with ethyl acetate, and washed successively with water, saturated sodium bicarbonate, and brine. The organic fraction was dried over anhyd... Reactants: Cl (hydrochloride), C(C)(C)(C)OC(=O)N1CCN(CC1)C=1SC(=CN1)C1=CC=NC=C1 (1-(tert-butoxycarbonyl)-4-[5-(pyridin-4-yl)thiazol-2-yl]piperazine). The solvent is CO (methanol). Run at time 1 hour. Yields the product Cl.N1=CC=C(C=C1)C1=CN=C(S1)N1CCNCC1 (1-[5-(pyridin-4-yl)thiazol-2-yl]piperazine hydrochloride). Reaction SMILES: [ClH:1].C(OC([N:9]1[CH2:14][CH2:13][N:12]([C:15]2[S:16][C:17]([C:20]3[CH:25]=[CH:24][N:23]=[CH:22][CH:21]=3)=[CH:18][N:19]=2)[CH2:11][CH2:10]1)=O)(C)(C)C>CO>[ClH:1].[N:23]1[CH:22]=[CH:21][C:20]([C:17]2[S:16][C:15]([N:12]3[CH2:11][CH2:10][NH:9][CH2:14][CH2:13]3)=[N:19][CH:18]=2)=[CH:25][CH:24]=1 |f:3.4|. Reported procedure: A saturated solution of hydrochloride in methanol (12 ml) was added to 1-(tert-butoxycarbonyl)-4-[5-(pyridin-4-yl)thiazol-2-yl]piperazine (400 mg) at room temperature. After stirring for 1 hour, the reaction mixture was concentrated under reduced pressure, whereby the residue, that is, 1-[5-(pyridin-4-yl)thiazol-2-yl]piperazine hydrochloride was obtained as a white solid. In a solution of the resulting residue in methylene chloride (15 ml) was dissolved [1-phenylsulfonyl-5-(trimethylsilylethynyl...